This data is from the Open Reaction Database (ORD), a public repository of structured organic reaction records. The task is: describe an organic reaction: reactants, conditions, products, and yield The reactants are CC(c1ccc(Br)cc1)N1CCC(CCCNS(C)(=O)=O)(c2ccc(F)cc2)OC1=O, OB(O)c1ccccn1. The product is CC(c1ccc(-c2ccccn2)cc1)N1CCC(CCCNS(C)(=O)=O)(c2ccc(F)cc2)OC1=O. RXN SMILES: [Br:1][c:2]1[cH:3][cH:4][c:5]([CH:8]([CH3:9])[N:10]2[C:11](=[O:31])[O:12][C:13]([c:16]3[cH:17][cH:18][c:19]([F:22])[cH:20][cH:21]3)([CH2:23][CH2:24][CH2:25][NH:26][S:27](=[O:28])(=[O:29])[CH3:30])[CH2:14][CH2:15]2)[cH:6][cH:7]1.[n:32]1[c:33]([B:38]([OH:39])[OH:40])[cH:34][cH:35][cH:36][cH:37]1>>[c:2]1(-[c:33]2[n:32][cH:37][cH:36][cH:35][cH:34]2)[cH:3][cH:4][c:5]([CH:8]([CH3:9])[N:10]2[C:11](=[O:31])[O:12][C:13]([c:16]3[cH:17][cH:18][c:19]([F:22])[cH:20][cH:21]3)([CH2:23][CH2:24][CH2:25][NH:26][S:27](=[O:28])(=[O:29])[CH3:30])[CH2:14][CH2:15]2)[cH:6][cH:7]1. Reactants: BrCc1ccccc1, CCCCCC, [H-], [H][H], [Na+], C1CCOC1, OCCCc1cc2c(cc1O)CCO2. Yields the product OCCCc1cc2c(cc1OCc1ccccc1)CCO2. RXN SMILES: [Br:19][CH2:20][c:21]1[cH:22][cH:23][cH:24][cH:25][cH:26]1.[CH3:32][CH2:33][CH2:34][CH2:35][CH2:36][CH3:37].[H-:1].[H:17][H:18].[Na+:2].[O:27]1[CH2:28][CH2:29][CH2:30][CH2:31]1.[OH:3][CH2:4][CH2:5][CH2:6][c:7]1[cH:8][c:9]2[c:10]([cH:14][c:15]1[OH:16])[CH2:11][CH2:12][O:13]2>>[OH:3][CH2:4][CH2:5][CH2:6][c:7]1[cH:8][c:9]2[c:10]([cH:14][c:15]1[O:16][CH2:20][c:21]1[cH:22][cH:23][cH:24][cH:25][cH:26]1)[CH2:11][CH2:12][O:13]2. Reactants: CC1C(Nc2cn[nH]c(=O)c2Br)CC2CC1C2(C)C, O=C1c2ccccc2C(=O)N1CCBr, O=C([O-])[O-], CN(C)C=O, [Cl-], [K+], [K+], [NH4+]. The product is CC1C(Nc2cnn(CCN3C(=O)c4ccccc4C3=O)c(=O)c2Br)CC2CC1C2(C)C. Reaction SMILES: [Br:1][c:2]1[c:3](=[O:19])[nH:4][n:5][cH:6][c:7]1[NH:8][CH:9]1[CH:10]([CH3:18])[CH:11]2[C:12]([CH3:16])([CH3:17])[CH:13]([CH2:14]1)[CH2:15]2.[Br:26][CH2:27][CH2:28][N:29]1[C:30](=[O:39])[c:31]2[cH:32][cH:33][cH:34][cH:35][c:36]2[C:37]1=[O:38].[C:20](=[O:21])([O-:22])[O-:23].[CH3:42][N:43]([CH3:44])[CH:45]=[O:46].[Cl-:40].[K+:24].[K+:25].[NH4+:41]>>[Br:1][c:2]1[c:3](=[O:19])[n:4]([CH2:27][CH2:28][N:29]2[C:30](=[O:39])[c:31]3[cH:32][cH:33][cH:34][cH:35][c:36]3[C:37]2=[O:38])[n:5][cH:6][c:7]1[NH:8][CH:9]1[CH:10]([CH3:18])[CH:11]2[C:12]([CH3:16])([CH3:17])[CH:13]([CH2:14]1)[CH2:15]2.